From a dataset of the Open Reaction Database (ORD), a public repository of structured organic reaction records. describe an organic reaction: reactants, conditions, products, and yield Starting materials: C1(=C(C(=C(C(=C1F)F)F)N)F)N.Cl.Cl (dihydrochloride), P(=O)(OC(C)(C)C)(OC(C)(C)C)OC[C@H]1N(CCC1)CCCOC1=C(C=C2C(=NC=NC2=C1)NC=1SC(=CN1)CC(=O)NC1=C(C(=CC=C1)F)F)OC (di(tert-butyl) ((2S)-1-(3-((4-((5-(2-((2,3-difluorophenyl)amino)-2-oxoethyl)-1,3-thiazol-2-yl)amino)-6-methoxyquinazolin-7-yl)oxy)propyl)pyrrolidin-2-yl)methyl phosphate). Yields the product P(=O)(OC[C@H]1N(CCC1)CCCOC1=C(C=C2C(=NC=NC2=C1)NC=1SC(=CN1)CC(=O)NC1=C(C(=CC=C1)F)F)OC)(O)O (1—((2S)-1-(3-((4-((5-(2-((2,3-difluorophenyl)amino)-2-oxoethyl)-1,3-thiazol-2-yl)amino)-6-methoxyquinazolin-7-yl)oxy)propyl)pyrrolidin-2-yl)methyl dihydrogen phosphate). Isolated yield 102.4%. As a reaction SMILES: [P:1]([O:13][CH2:14][C@@H:15]1[CH2:19][CH2:18][CH2:17][N:16]1[CH2:20][CH2:21][CH2:22][O:23][C:24]1[CH:33]=[C:32]2[C:27]([C:28]([NH:34][C:35]3[S:36][C:37]([CH2:40][C:41]([NH:43][C:44]4[CH:49]=[CH:48][CH:47]=[C:46]([F:50])[C:45]=4[F:51])=[O:42])=[CH:38][N:39]=3)=[N:29][CH:30]=[N:31]2)=[CH:26][C:25]=1[O:52][CH3:53])([O:8]C(C)(C)C)([O:3]C(C)(C)C)=[O:2].C1(N)C(F)=C(F)C(F)=C(N)C=1F.Cl.Cl>>[P:1]([OH:3])([OH:8])([O:13][CH2:14][C@@H:15]1[CH2:19][CH2:18][CH2:17][N:16]1[CH2:20][CH2:21][CH2:22][O:23][C:24]1[CH:33]=[C:32]2[C:27]([C:28]([NH:34][C:35]3[S:36][C:37]([CH2:40][C:41]([NH:43][C:44]4[CH:49]=[CH:48][CH:47]=[C:46]([F:50])[C:45]=4[F:51])=[O:42])=[CH:38][N:39]=3)=[N:29][CH:30]=[N:31]2)=[CH:26][C:25]=1[O:52][CH3:53])=[O:2] |f:1.2.3|. Reported procedure: An analogous reaction to that described in example 32, but starting with di(tert-butyl) ((2S)-1-(3-((4-((5-(2-((2,3-difluorophenyl)amino)-2-oxoethyl)-1,3-thiazol-2-yl)amino)-6-methoxyquinazolin-7-yl)oxy)propyl)pyrrolidin-2-yl)methyl phosphate (202 mg, 0.26 mmol) yielded the title compound (177 mg, 88% yield) as a yellow dihydrochloride salt: Reactants: CCOC(C)=O, O=C(Cl)Oc1ccccc1, CN(C)C=O, c1ccncc1, Nc1cnc2cccnn12. Yields the product O=C(Nc1cnc2cccnn12)Oc1ccccc1. Reaction SMILES: [CH3:32][CH2:33][O:34][C:35]([CH3:36])=[O:37].[Cl:17][C:18](=[O:19])[O:20][c:21]1[cH:22][cH:23][cH:24][cH:25][cH:26]1.[O:27]=[CH:28][N:29]([CH3:30])[CH3:31].[cH:11]1[cH:12][cH:13][n:14][cH:15][cH:16]1.[n:1]1[cH:2][c:3]([NH2:10])[n:4]2[n:5][cH:6][cH:7][cH:8][c:9]12>>[n:1]1[cH:2][c:3]([NH:10][C:18](=[O:19])[O:20][c:21]2[cH:22][cH:23][cH:24][cH:25][cH:26]2)[n:4]2[n:5][cH:6][cH:7][cH:8][c:9]12. Reactants: CC1(CON2C(=O)c3ccccc3C2=O)CO1, Cl. Yields the product CC(O)(CCl)CON1C(=O)c2ccccc2C1=O. Reaction SMILES: [CH3:1][C:2]1([CH2:5][O:6][N:7]2[C:8](=[O:17])[c:9]3[cH:10][cH:11][cH:12][cH:13][c:14]3[C:15]2=[O:16])[O:3][CH2:4]1.[ClH:18]>>[CH3:1][C:2]([OH:3])([CH2:4][Cl:18])[CH2:5][O:6][N:7]1[C:8](=[O:17])[c:9]2[cH:10][cH:11][cH:12][cH:13][c:14]2[C:15]1=[O:16]. Reactants: COc1ccc(CN2CCOCC2)c2sc(N)nc12, O=C(Cl)c1ccc(F)cc1, c1ccncc1. Product: COc1ccc(CN2CCOCC2)c2sc(NC(=O)c3ccc(F)cc3)nc12. RXN SMILES: [CH3:1][O:2][c:3]1[cH:4][cH:5][c:6]([CH2:13][N:14]2[CH2:15][CH2:16][O:17][CH2:18][CH2:19]2)[c:7]2[c:8]1[n:9][c:10]([NH2:12])[s:11]2.[F:20][c:21]1[cH:22][cH:23][c:24]([C:25](=[O:26])[Cl:27])[cH:28][cH:29]1.[cH:30]1[cH:31][cH:32][n:33][cH:34][cH:35]1>>[CH3:1][O:2][c:3]1[cH:4][cH:5][c:6]([CH2:13][N:14]2[CH2:15][CH2:16][O:17][CH2:18][CH2:19]2)[c:7]2[c:8]1[n:9][c:10]([NH:12][C:25]([c:24]1[cH:23][cH:22][c:21]([F:20])[cH:29][cH:28]1)=[O:26])[s:11]2. RXN SMILES: [CH2:1]1[C:9]2[C:4](=[CH:5][CH:6]=[CH:7][CH:8]=2)[CH2:3][C:2]1=[O:10].C(=O)(O)[O-:12].[Na+].ClC1C=C(C=CC=1)C(OO)=O.[O-]S([O-])(=S)=O.[Na+].[Na+]>ClCCl>[CH2:1]1[C:9]2[CH:8]=[CH:7][CH:6]=[CH:5][C:4]=2[CH2:3][C:2](=[O:10])[O:12]1 |f:1.2,4.5.6|. Starting materials: peracid, [O-]S(=O)(=S)[O-].[Na+].[Na+] (Na2S2O3), C1C(CC2=CC=CC=C12)=O (2-indanone), C([O-])(O)=O.[Na+] (sodium bicarbonate), ClC=1C=C(C(=O)OO)C=CC1 (m-chloroperoxybenzoic acid). Reported procedure: To 6.60 g (0.050 mol) of 2-indanone in 50 mL of dry dichloromethane was added 38.0 g (0.45 mol) of powdered anhydrous sodium bicarbonate, followed by 17.0 g (0.10 mol) of m-chloroperoxybenzoic acid. After stirring at 20° C. for 20 hours, further 3.0 g (0.017 mol) of the peracid was added and stirring continued for 24 hours. After addition of 200 mL of 10% aqueous Na2S2O3 stirring was continued until two clear phases had formed. The organic solution was separated and the aqueous phase was extract... Product: C1OC(CC2=C1C=CC=C2)=O (1,4-dihydro-3H-2-benzopyran-3-one). Run in ClCCl (dichloromethane). Yield: 90.4%. Run at temperature 20 celsius, time 20 hour. Reactants: O (water), [OH-].[Na+] (sodium hydroxide), O (water), C(C=C)NC=1C=2C(N=CC1C(=O)OCC)=CN(N2)C(C)(C)OC (ethyl 7-allylamino-2-(2-methoxy-2-propyl)-2H-pyrazolo[4,3-b]pyridine-6-carboxylate), ice, [H-].[Al+3].[Li+].[H-].[H-].[H-] (lithium aluminium hydride). Run in O1CCCC1 (THF), O1CCCC1 (THF). Run at time 24 hour. Product: C(C=C)NC=1C=2C(N=CC1CO)=CN(N2)C(C)(C)OC (7-Allylamino-6-hydroxymethyl-2-(2-methoxy-2-propyl)-2H-pyrazolo[4,3-b]pyridine). The yield is 90.2%. Reaction SMILES: [CH2:1]([NH:4][C:5]1[C:6]2[C:7](=[CH:16][N:17]([C:19]([O:22][CH3:23])([CH3:21])[CH3:20])[N:18]=2)[N:8]=[CH:9][C:10]=1[C:11](OCC)=[O:12])[CH:2]=[CH2:3].[H-].[Al+3].[Li+].[H-].[H-].[H-].O.[OH-].[Na+]>O1CCCC1>[CH2:1]([NH:4][C:5]1[C:6]2[C:7](=[CH:16][N:17]([C:19]([O:22][CH3:23])([CH3:20])[CH3:21])[N:18]=2)[N:8]=[CH:9][C:10]=1[CH2:11][OH:12])[CH:2]=[CH2:3] |f:1.2.3.4.5.6,8.9|. Procedure: A solution of ethyl 7-allylamino-2-(2-methoxy-2-propyl)-2H-pyrazolo[4,3-b]pyridine-6-carboxylate (2.38 g, 7.5 mmol) in dry THF (tetrahydrofuran) (25 ml) was added dropwise to an ice-cooled suspension of lithium aluminium hydride (285 mg, 7.5 mmol) in dry THF (15 ml). The mixture was stirred at room temperature, under nitrogen, for 24 h, then water (0.3 ml), 10% sodium hydroxide solution (0.3 ml) and water (0.85 ml) were added sequentially. The mixture was filtered through Kieselguhr, the solvent... Reactants: ClC1=C(N)C=C(C=C1)[N+](=O)[O-] (2-chloro-5-nitroaniline), [S-2].[Na+].[Na+] (sodium sulfide). The solvent is C(C)O.O (ethanol water). Product: NC1=C(C=CC(=C1)[N+](=O)[O-])S (2-Amino-4-nitrothiophenol). As a reaction SMILES: Cl[C:2]1[CH:8]=[CH:7][C:6]([N+:9]([O-:11])=[O:10])=[CH:5][C:3]=1[NH2:4].[S-2:12].[Na+].[Na+]>C(O)C.O>[NH2:4][C:3]1[CH:5]=[C:6]([N+:9]([O-:11])=[O:10])[CH:7]=[CH:8][C:2]=1[SH:12] |f:1.2.3,4.5|. Reported procedure: To a stirred solution of 172.6 g (1 mole) of 2-chloro-5-nitroaniline in boiling ethanol/water (5:2) is added a solution of sodium sulfide (generated from sodium sulfide nonahydrate and sodium bicarbonate), and the reaction is heated at reflux for one hour. The mixture then is cooled in ice, and the resulting crystalline product is collected by filtration and recrystallized from water. Reactants: CN(C)C=O, CCOC(C)=O, O=C(c1ccc(F)cc1)C1CCN(CCCCl)CC1, [H-], [Na+], O, O=S1(=O)Nc2ccccc2-c2ccccc21. Product: O=C(c1ccc(F)cc1)C1CCN(CCCN2c3ccccc3-c3ccccc3S2(=O)=O)CC1. RXN SMILES: [CH3:39][N:40]([CH3:41])[CH:42]=[O:43].[CH3:44][CH2:45][O:46][C:47](=[O:48])[CH3:49].[Cl:19][CH2:20][CH2:21][CH2:22][N:23]1[CH2:24][CH2:25][CH:26]([C:29]([c:30]2[cH:31][cH:32][c:33]([F:36])[cH:34][cH:35]2)=[O:37])[CH2:27][CH2:28]1.[H-:17].[Na+:18].[OH2:38].[cH:1]1[cH:2][cH:3][cH:4][c:5]2[c:6]1-[c:7]1[c:8]([cH:13][cH:14][cH:15][cH:16]1)[NH:9][S:10]2(=[O:11])=[O:12]>>[cH:1]1[cH:2][cH:3][cH:4][c:5]2[c:6]1-[c:7]1[c:8]([cH:13][cH:14][cH:15][cH:16]1)[N:9]([CH2:20][CH2:21][CH2:22][N:23]1[CH2:24][CH2:25][CH:26]([C:29]([c:30]3[cH:31][cH:32][c:33]([F:36])[cH:34][cH:35]3)=[O:37])[CH2:27][CH2:28]1)[S:10]2(=[O:11])=[O:12]. Reactants: CN(C)C=O (DMF), ClC=1C=C(CNC(=O)NC=2SC=C(N2)CI)C=CC1Cl (1-(3,4-Dichlorobenzyl)-3-(4-(iodomethyl)thiazol-2-yl)urea), ClC=1C=C(CNC(=O)NC=2SC=C(N2)CI)C=CC1Cl (1-(3,4-dichlorobenzyl)-3-(4-(iodomethyl)thiazol-2-yl)urea), CC1=NOC(=C1S(=O)[O-])C.[Na+] (sodium 3,5-dimethylisoxazole-4-sulfinate). Run in O (water). Yields the product ClC=1C=C(CNC(=O)NC=2SC=C(N2)CS(=O)(=O)C=2C(=NOC2C)C)C=CC1Cl (1-(3,4-Dichlorobenzyl)-3-(4-((3,5-dimethylisoxazol-4-ylsulfonyl)methyl)-thiazol-2-yl)urea). Reaction SMILES: CN(C=O)C.[Cl:6][C:7]1[CH:8]=[C:9]([CH:22]=[CH:23][C:24]=1[Cl:25])[CH2:10][NH:11][C:12]([NH:14][C:15]1[S:16][CH:17]=[C:18]([CH2:20]I)[N:19]=1)=[O:13].[CH3:26][C:27]1[C:31]([S:32]([O-:34])=[O:33])=[C:30]([CH3:35])[O:29][N:28]=1.[Na+]>O>[Cl:6][C:7]1[CH:8]=[C:9]([CH:22]=[CH:23][C:24]=1[Cl:25])[CH2:10][NH:11][C:12]([NH:14][C:15]1[S:16][CH:17]=[C:18]([CH2:20][S:32]([C:31]2[C:27]([CH3:26])=[N:28][O:29][C:30]=2[CH3:35])(=[O:34])=[O:33])[N:19]=1)=[O:13] |f:2.3|. Procedure: A DMF (0.30 mL) solution of Intermediate 6: 1-(3,4-dichlorobenzyl)-3-(4-(iodomethyl)thiazol-2-yl)urea (45 mg, 0.10 mmol) and sodium 3,5-dimethylisoxazole-4-sulfinate (56 mg, 0.2 mmol, ˜60% pure) was stirred for an hour. The mixture was diluted with water and extracted with EtOAc. The organics were washed with brine, dried and evaporated to a residue that was purified by chromatography (silica gel) to afford the title compound. 1H NMR (400 MHz, CDCl3): 9.80 (1H, br), 7.39 (m, 2H), 7.15 (dd, 1H), ...